Dataset: the Open Reaction Database (ORD), a public repository of structured organic reaction records. Task: describe an organic reaction: reactants, conditions, products, and yield Reactants: C=O (formaldehyde), C[C@H]1[C@H]([C@H](C[C@@H](O1)O[C@H]2C[C@@](CC=3C2=C(C4=C(C3O)C(=O)C5=CC=CC(=C5C4=O)OC)O)(C(=O)C)O)N)O (daunorubicin). Conditions: time 3 day. Product: C[C@H]1[C@H]([C@H](C[C@@H](O1)O[C@H]2C[C@@](CC=3C2=C(C4=C(C3O)C(=O)C5=CC=CC(=C5C4=O)OC)O)(C(=O)CO)O)N)O (doxorubicin), C=O (formaldehyde). The yield is 37.0%. Reaction SMILES: [CH2:1]=[O:2].[CH3:3][C@@H:4]1[O:9][C@@H:8]([O:10][C@@H:11]2[C:16]3=[C:17]([OH:34])[C:18]4[C:30](=[O:31])[C:29]5[C:24](=[CH:25][CH:26]=[CH:27][C:28]=5[O:32][CH3:33])[C:22](=[O:23])[C:19]=4[C:20]([OH:21])=[C:15]3[CH2:14][C@@:13]([OH:38])([C:35]([CH3:37])=[O:36])[CH2:12]2)[CH2:7][C@H:6]([NH2:39])[C@@H:5]1[OH:40]>>[CH3:3][C@@H:4]1[O:9][C@@H:8]([O:10][C@@H:11]2[C:16]3=[C:17]([OH:34])[C:18]4[C:30](=[O:31])[C:29]5[C:24](=[CH:25][CH:26]=[CH:27][C:28]=5[O:32][CH3:33])[C:22](=[O:23])[C:19]=4[C:20]([OH:21])=[C:15]3[CH2:14][C@@:13]([OH:38])([C:35]([CH2:37][OH:2])=[O:36])[CH2:12]2)[CH2:7][C@H:6]([NH2:39])[C@@H:5]1[OH:40].[CH2:1]=[O:2]. Procedure details: Crystalline dimeric formaldehyde conjugate of doxorubicin was prepared in a similar manner as was crystalline dimeric formaldehyde conjugate of daunorubicin except for the crystallization step. For a procedure starting with 40 mg, the crude product was dissolved in 1.3 mL of chloroform diluted with 27 mL of 3:1 ethyl acetate:hexane. The resulting solution was dispensed in 3 mL aliquots into nine 5 mL vials and allowed to stand undisturbed and stoppered in the dark for 3 days. The resulting cryst... The reactants are COC(=O)C=1N=CC2=CC(=CC=C2C1O)C#CC1=CC=CC=C1 (4-hydroxy-7-phenylethynyl-isoquinoline-3-carboxylic acid methyl ester), CCO (EtOH). Reagents/catalysts: [Pd] (Pd/C). Solvent: CCOC(=O)C (EtOAc). Conditions: time 48 hour. Yields the product COC(=O)C=1N=CC2=CC(=CC=C2C1O)CCC1=CC=CC=C1 (4-Hydroxy-7-phenethyl-isoquinoline-3-carboxylic acid methyl ester). The yield is 569.4%. RXN SMILES: [CH3:1][O:2][C:3]([C:5]1[N:6]=[CH:7][C:8]2[C:13]([C:14]=1[OH:15])=[CH:12][CH:11]=[C:10]([C:16]#[C:17][C:18]1[CH:23]=[CH:22][CH:21]=[CH:20][CH:19]=1)[CH:9]=2)=[O:4].CCO>[Pd].CCOC(C)=O>[CH3:1][O:2][C:3]([C:5]1[N:6]=[CH:7][C:8]2[C:13]([C:14]=1[OH:15])=[CH:12][CH:11]=[C:10]([CH2:16][CH2:17][C:18]1[CH:23]=[CH:22][CH:21]=[CH:20][CH:19]=1)[CH:9]=2)=[O:4]. Procedure details: A mixture of 4-hydroxy-7-phenylethynyl-isoquinoline-3-carboxylic acid methyl ester (60 mg, 0.20 mmol), 10% Pd/C (200 mg), EtOH (10 mL) and EtOAc (20 mL) was stirred under H2 atmosphere for 48 h. The resulting mixture was filtered, and the filtrate was concentrated. The residue was purified by column chromatography (0-40% EtOAc/hexanes) to give 350 mg of the title compound. MS: (+) m/z 308.26 (M+1). Reactants: CC[Zn]CC, ClCCl, ICI, OC1C=C(c2cccc3ccccc23)CC1. Product: OC1CCC2(c3cccc4ccccc34)CC12. As a reaction SMILES: [CH3:17][CH2:18][Zn:19][CH2:20][CH3:21].[Cl:25][CH2:26][Cl:27].[I:22][CH2:23][I:24].[c:1]1([C:11]2=[CH:12][CH:13]([OH:16])[CH2:14][CH2:15]2)[cH:2][cH:3][cH:4][c:5]2[cH:6][cH:7][cH:8][cH:9][c:10]12>>[c:1]1([C:11]23[CH:12]([CH:13]([OH:16])[CH2:14][CH2:15]2)[CH2:17]3)[cH:2][cH:3][cH:4][c:5]2[cH:6][cH:7][cH:8][cH:9][c:10]12. As a reaction SMILES: [CH2:1]([C:4]1[CH:5]=[N:6][C:7]([N:10]2[CH2:15][CH2:14][CH:13]([O:16][C:17]3[S:18][C:19]4[CH:25]=[C:24]([C:26]5[CH2:31][CH2:30][N:29]([S:32]([CH2:35][CH2:36][CH2:37][C:38]([O:40]C)=[O:39])(=[O:34])=[O:33])[CH2:28][CH:27]=5)[CH:23]=[CH:22][C:20]=4[N:21]=3)[CH2:12][CH2:11]2)=[N:8][CH:9]=1)[CH2:2][CH3:3].[OH-].[Li+].Cl>C1COCC1>[CH2:1]([C:4]1[CH:5]=[N:6][C:7]([N:10]2[CH2:11][CH2:12][CH:13]([O:16][C:17]3[S:18][C:19]4[CH:25]=[C:24]([C:26]5[CH2:31][CH2:30][N:29]([S:32]([CH2:35][CH2:36][CH2:37][C:38]([OH:40])=[O:39])(=[O:34])=[O:33])[CH2:28][CH:27]=5)[CH:23]=[CH:22][C:20]=4[N:21]=3)[CH2:14][CH2:15]2)=[N:8][CH:9]=1)[CH2:2][CH3:3] |f:1.2|. Yield: 79.2%. Product: C(CC)C=1C=NC(=NC1)N1CCC(CC1)OC=1SC2=C(N1)C=CC(=C2)C2=CCN(CC2)S(=O)(=O)CCCC(=O)O (4-(4-(2-(1-(5-propylpyrimidin-2-yl)piperidin-4-yloxy)benzo[d]thiazol-6-yl)-5,6-dihydropyridin-1(2H)-ylsulfonyl)butanoic acid). Solvent: C1CCOC1 (THF). Starting materials: Cl (HCl), C(CC)C=1C=NC(=NC1)N1CCC(CC1)OC=1SC2=C(N1)C=CC(=C2)C2=CCN(CC2)S(=O)(=O)CCCC(=O)OC (methyl 4-(4-(2-(1-(5-propylpyrimidin-2-yl)piperidin-4-yloxy)benzo[d]thiazol-6-yl)-5,6-dihydropyridin-1(2H)-ylsulfonyl)butanoate), C(CC)C=1C=NC(=NC1)N1CCC(CC1)OC=1SC2=C(N1)C=CC(=C2)C2=CCN(CC2)S(=O)(=O)CCCC(=O)OC (methyl 4-(4-(2-(1-(5-propylpyrimidin-2-yl)piperidin-4-yloxy)benzo[d]thiazol-6-yl)-5,6-dihydropyridin-1(2H)-ylsulfonyl)butanoate), [OH-].[Li+] (lithium hydroxide). Procedure details: To a solution of methyl 4-(4-(2-(1-(5-propylpyrimidin-2-yl)piperidin-4-yloxy)benzo[d]thiazol-6-yl)-5,6-dihydropyridin-1(2H)-ylsulfonyl)butanoate (Compound 47A, 268 mg, 0.447 mmol) in THF (3 mL) was added sat. aq. lithium hydroxide (1 mL). The reaction mixture was stirred at rt for 6 h. The reaction mixture was neutralized with cool aq. HCl (1 N) and extracted with CH2Cl2 (3×3 mL). The combined organic layers were washed with brine, dried (Na2SO4), filtered, and concentrated. The crude product wa... Run at time 6 hour.